From a dataset of the Open Reaction Database (ORD), a public repository of structured organic reaction records. describe an organic reaction: reactants, conditions, products, and yield The reactants are CCCNc1nc(-c2ccccc2)c(C)o1, CN(C)C=O, COC(=O)CCc1ccc(OCc2ccc(CCl)cc2)cc1, [H-], [Na+], O. The product is CCCN(Cc1ccc(COc2ccc(CCC(=O)OC)cc2)cc1)c1nc(-c2ccccc2)c(C)o1. As a reaction SMILES: [CH3:1][c:2]1[c:3](-[c:11]2[cH:12][cH:13][cH:14][cH:15][cH:16]2)[n:4][c:5]([NH:7][CH2:8][CH2:9][CH3:10])[o:6]1.[CH3:42][N:43]([CH3:44])[CH:45]=[O:46].[Cl:19][CH2:20][c:21]1[cH:22][cH:23][c:24]([CH2:25][O:26][c:27]2[cH:28][cH:29][c:30]([CH2:33][CH2:34][C:35](=[O:36])[O:37][CH3:38])[cH:31][cH:32]2)[cH:39][cH:40]1.[H-:17].[Na+:18].[OH2:41]>>[CH3:1][c:2]1[c:3](-[c:11]2[cH:12][cH:13][cH:14][cH:15][cH:16]2)[n:4][c:5]([N:7]([CH2:8][CH2:9][CH3:10])[CH2:20][c:21]2[cH:22][cH:23][c:24]([CH2:25][O:26][c:27]3[cH:28][cH:29][c:30]([CH2:33][CH2:34][C:35](=[O:36])[O:37][CH3:38])[cH:31][cH:32]3)[cH:39][cH:40]2)[o:6]1. The reactants are FC1=C(C=CC=C1)OC (2-fluoro-anisole), CC(CCCC(=O)Cl)C (5-methyl-hexanoyl chloride), ice water. Run in [N+](=O)([O-])C1=CC=CC=C1 (nitrobenzene), [N+](=O)([O-])C1=CC=CC=C1 (nitrobenzene). Yields the product FC=1C=C(C=CC1OC)C(CCCC(C)C)=O (1-(3-fluoro-4-methoxy-phenyl)-5-methyl-hexan-1-one). RXN SMILES: [CH3:1][CH:2]([CH3:9])[CH2:3][CH2:4][CH2:5][C:6](Cl)=[O:7].[F:10][C:11]1[CH:16]=[CH:15][CH:14]=[CH:13][C:12]=1[O:17][CH3:18]>[N+](C1C=CC=CC=1)([O-])=O>[F:10][C:11]1[CH:16]=[C:15]([C:6](=[O:7])[CH2:5][CH2:4][CH2:3][CH:2]([CH3:9])[CH3:1])[CH:14]=[CH:13][C:12]=1[O:17][CH3:18]. Procedure details: 14 ml of nitrobenzene are cooled in an ice-bath and then mixed in succession with 3.8 g of AICl3 and 3.7 g of 5-methyl-hexanoyl chloride in 5 ml of nitrobenzene. The mixture is stirred and then treated with 2.7 ml of 2-fluoro-anisole. The solution is stirred overnight, then poured into ice-water and extracted with methylene chloride. The extracts are washed with water and 10% aqueous NaCl solution, and thereafter dried and concentrated and recrystallized using pentane. 5.31 g of 1-(3-fluoro-4-me... Starting materials: C1(=CC=CC=C1)S(=O)(=O)N (Benzenesulfonamide), Cl.CN(CCCN=C=NCC)C (1-(3-dimethylaminopropyl)-3-ethyl-carbodiimide hydrochloride), COC1=CC=C(C=C1)C1=C(N(C2=CC=CC=C12)CC1=CC(=CC=C1)C(F)(F)F)C(=O)O (3-(4-methoxyphenyl)-1-{[3-(trifluoromethyl)phenyl]methyl}indole-2-carboxylic acid). Reagents/catalysts: CN(C1=CC=NC=C1)C (4-(dimethylamino)pyridine). Solvent: ClCCl (dichloromethane). Conditions: time 18 hour. Product: COC1=CC=C(C=C1)C1=C(N(C2=CC=CC=C12)CC1=CC(=CC=C1)C(F)(F)F)C(=O)NS(=O)(=O)C1=CC=CC=C1 ((3-(4-methoxyphenyl)-1-{[3-(trifluoromethyl)phenyl]methyl}indol-2-yl)-N-(phenylsulfonyl) carboxamide). Yield: 78.0%. RXN SMILES: [C:1]1([S:7]([NH2:10])(=[O:9])=[O:8])[CH:6]=[CH:5][CH:4]=[CH:3][CH:2]=1.Cl.CN(C)CCCN=C=NCC.[CH3:23][O:24][C:25]1[CH:30]=[CH:29][C:28]([C:31]2[C:39]3[C:34](=[CH:35][CH:36]=[CH:37][CH:38]=3)[N:33]([CH2:40][C:41]3[CH:46]=[CH:45][CH:44]=[C:43]([C:47]([F:50])([F:49])[F:48])[CH:42]=3)[C:32]=2[C:51](O)=[O:52])=[CH:27][CH:26]=1>CN(C)C1C=CN=CC=1.ClCCl>[CH3:23][O:24][C:25]1[CH:30]=[CH:29][C:28]([C:31]2[C:39]3[C:34](=[CH:35][CH:36]=[CH:37][CH:38]=3)[N:33]([CH2:40][C:41]3[CH:46]=[CH:45][CH:44]=[C:43]([C:47]([F:48])([F:49])[F:50])[CH:42]=3)[C:32]=2[C:51]([NH:10][S:7]([C:1]2[CH:6]=[CH:5][CH:4]=[CH:3][CH:2]=2)(=[O:9])=[O:8])=[O:52])=[CH:27][CH:26]=1 |f:1.2|. Procedure: Benzenesulfonamide (155 mg, 1.0 mmol), 1-(3-dimethylaminopropyl)-3-ethyl-carbodiimide hydrochloride (96 mg, 0.50 mmol), and 4-(dimethylamino)pyridine (20 mg, 0.16 mmol) were added to a stirred solution of 3-(4-methoxyphenyl)-1-{[3-(trifluoromethyl)phenyl]methyl}indole-2-carboxylic acid (Lit: WO94/14434, 213 mg, 0.50 mmol in dichloromethane (5 mL). The resulting mixture was stirred for 18 h and then quenched with hydrochloric acid (1N). The mixture was extracted with ethyl acetate (2×20 mL) and t... Procedure details: Ammonium chloride (1.5 g) and iron powder (15.9 g) were added to a mixed solvent of water (50 ml) and ethanol (150 ml), and the mixture was heated to 65° C. Then, 5-nitro-2-diethylaminobenzonitrile (15.6 g) was added in parts over 20 min and the mixture was stirred at a refluxing temperature for 30 min. The reaction mixture was ice-cooled and filtrated. The solvent was evaporated under reduced pressure. To the residue was added aqueous sodium hydroxide solution and the mixture was extracted with... The reagents and catalysts are [Fe] (iron). The solvent is C(C)O (ethanol). Product: NC=1C=CC(=C(C#N)C1)N(CC)CC (5-Amino-2-diethylaminobenzonitrile). RXN SMILES: [Cl-].[NH4+].O.[N+:4]([C:7]1[CH:8]=[CH:9][C:10]([N:15]([CH2:18][CH3:19])[CH2:16][CH3:17])=[C:11]([CH:14]=1)[C:12]#[N:13])([O-])=O>[Fe].C(O)C>[NH2:4][C:7]1[CH:8]=[CH:9][C:10]([N:15]([CH2:18][CH3:19])[CH2:16][CH3:17])=[C:11]([CH:14]=1)[C:12]#[N:13] |f:0.1|. Reactants: [N+](=O)([O-])C=1C=CC(=C(C#N)C1)N(CC)CC (5-nitro-2-diethylaminobenzonitrile), [Cl-].[NH4+] (Ammonium chloride), O (water). Run at temperature 65 celsius, time 30 minute. Isolated yield 89.9%. Reported procedure: To 4 ml of MeOH/H2O (1:1) is added 0.52 g (1.87 mmol) of 4-[4-(2-methoxy-ethyl)-piperazin-1-yl]benzoic acid methyl ester and 0.078 g (1.96 mmol) of NaOH (30%). The resulting reaction mixture is stirred 1 hour at 80° C., then cooled to room temperature and diluted with H2O. The H2O-layer is extracted 3 times with diethyl ether and then lyophilised to yield 0.47 g of 4-[4-(2-methoxy-ethyl)-piperazin-1-yl)-benzoic acid sodium salt as a white solid. Reactants: CO.O (MeOH H2O), COC(C1=CC=C(C=C1)N1CCN(CC1)CCOC)=O (4-[4-(2-methoxy-ethyl)-piperazin-1-yl]benzoic acid methyl ester), [OH-].[Na+] (NaOH). Yield: 87.8%. The solvent is O (H2O). Product: [Na+].COCCN1CCN(CC1)C1=CC=C(C(=O)[O-])C=C1 (4-[4-(2-methoxy-ethyl)-piperazin-1-yl)-benzoic acid sodium salt). Conditions: temperature 80 celsius, time 1 hour. Reaction SMILES: CO.O.C[O:5][C:6](=[O:23])[C:7]1[CH:12]=[CH:11][C:10]([N:13]2[CH2:18][CH2:17][N:16]([CH2:19][CH2:20][O:21][CH3:22])[CH2:15][CH2:14]2)=[CH:9][CH:8]=1.[OH-].[Na+:25]>O>[Na+:25].[CH3:22][O:21][CH2:20][CH2:19][N:16]1[CH2:17][CH2:18][N:13]([C:10]2[CH:11]=[CH:12][C:7]([C:6]([O-:23])=[O:5])=[CH:8][CH:9]=2)[CH2:14][CH2:15]1 |f:0.1,3.4,6.7|. Procedure: To a stirred solution of methyl 4-bromo-3-hydroxybenzoate (2.5 g) in acetonitrile (0.5 mL) and DMF (10 mL) in a microwave tube was added potassium carbonate (2.93 g) and 2,2,2-trifluoroethyl trifluoromethanesulfonate (2.79 g). The mixture was heated to 150° C. in a microwave oven for 30 minutes. The solvent was removed in vacuum, ethyl acetate was added and the mixture was washed with water. The organic phase was washed with saturated sodium chloride solution, dried (sodium sulfate) and the solv... Reactants: BrC1=C(C=C(C(=O)OC)C=C1)O (methyl 4-bromo-3-hydroxybenzoate), C([O-])([O-])=O.[K+].[K+] (potassium carbonate), FC(S(=O)(=O)OCC(F)(F)F)(F)F (2,2,2-trifluoroethyl trifluoromethanesulfonate). Reaction SMILES: [Br:1][C:2]1[CH:11]=[CH:10][C:5]([C:6]([O:8][CH3:9])=[O:7])=[CH:4][C:3]=1[OH:12].C(=O)([O-])[O-].[K+].[K+].FC(F)(F)S(O[CH2:25][C:26]([F:29])([F:28])[F:27])(=O)=O>C(#N)C.CN(C=O)C>[Br:1][C:2]1[CH:11]=[CH:10][C:5]([C:6]([O:8][CH3:9])=[O:7])=[CH:4][C:3]=1[O:12][CH2:25][C:26]([F:29])([F:28])[F:27] |f:1.2.3|. Solvent: C(C)#N (acetonitrile), CN(C)C=O (DMF). The yield is 35.4%. Yields the product BrC1=C(C=C(C(=O)OC)C=C1)OCC(F)(F)F (methyl 4-bromo-3-(2,2,2-trifluoroethoxy)benzoate). Run at temperature 150 celsius.